This data is from the Open Reaction Database (ORD), a public repository of structured organic reaction records. The task is: describe an organic reaction: reactants, conditions, products, and yield Starting materials: CCCCCCCCCCCCCCN(C)C, N#CSCCl, C1CCOC1. Product: CCCCCCCCCCCCCC[N+](C)(C)CSC#N, [Cl-]. Reaction SMILES: [CH2:1]([CH2:2][CH2:3][CH2:4][CH2:5][CH2:6][CH2:7][CH2:8][CH2:9][CH2:10][CH2:11][CH2:12][CH2:13][CH3:14])[N:15]([CH3:16])[CH3:17].[Cl:18][CH2:19][S:20][C:21]#[N:22].[O:23]1[CH2:24][CH2:25][CH2:26][CH2:27]1>>[CH2:1]([CH2:2][CH2:3][CH2:4][CH2:5][CH2:6][CH2:7][CH2:8][CH2:9][CH2:10][CH2:11][CH2:12][CH2:13][CH3:14])[N+:15]([CH3:16])([CH3:17])[CH2:19][S:20][C:21]#[N:22].[Cl-:18]. Reactants: CC=1N(C(=CC1)C)C1=NN(C=C1)C (3-(2,5-dimethyl-pyrrol-1-yl)-1-methyl-1H-pyrazole), [Li]CCCC (nBuLi), CCCCCC (Hexane), C(C)OC(C(F)(F)F)=O (trifluoro-acetic acid ethyl ester). Solvent: C1CCOC1 (THF). Run at temperature -78 celsius, time 1.5 hour. The product is CC=1N(C(=CC1)C)C=1C=C(N(N1)C)C(C(F)(F)F)(C)O (2-[5-(2,5-Dimethyl-pyrrol-1-yl)-2-methyl-2H-pyrazol-3-yl]-1,1,1-trifluoro-propan-2-ol). RXN SMILES: [CH3:1][C:2]1[N:3]([C:8]2[CH:12]=[CH:11][N:10]([CH3:13])[N:9]=2)[C:4]([CH3:7])=[CH:5][CH:6]=1.[Li][CH2:15]CCC.CCCCCC.C([O:27][C:28](=O)[C:29]([F:32])([F:31])[F:30])C>C1COCC1>[CH3:7][C:4]1[N:3]([C:8]2[CH:12]=[C:11]([C:28]([OH:27])([CH3:15])[C:29]([F:32])([F:31])[F:30])[N:10]([CH3:13])[N:9]=2)[C:2]([CH3:1])=[CH:6][CH:5]=1. Procedure details: To a solution of 3-(2,5-dimethyl-pyrrol-1-yl)-1-methyl-1H-pyrazole (1.5 g, 8.6 mmol) in THF (100 mL) at −78° C., 2.5M nBuLi in Hexane (4.1 mL, 10.3 mmol) is added and stirred for 1.5 hours followed by the addition of trifluoro-acetic acid ethyl ester (1.5 g, 10.3 mmol). After 10 min the ice bath is removed and the reaction is allowed to reach room temperature. Then the reaction is cooled down to −78° C. again and methylmagnesium bromide (1.0 M solution in hexane, 8.6 mL) is added. After 5 min th... Starting materials: C(C)NC=1C(=CC2=C(OCO2)C1)C1CC=2C=CC(=CC2CC1)OC(C(C)(C)C)=O (pivalic acid 6-(6-ethylaminobenzo[1,3]dioxol-5-yl)-5,6,7,8-tetrahydronaphthalen-2-yl ester), Cl.N1(CCCCCC1)CCC1=CC=C(C(=O)O)C=C1 (4-(2-azepan-1-ylethyl)benzoic acid hydrochloride). Yields the product N1(CCCCCC1)CCC1=CC=C(CCCNC=2C(=CC3=C(OCO3)C2)C2CC=3C=CC(=CC3CC2)O)C=C1 (6-{6-{[4-(2-Azepan-1-ylethyl)benzyl]ethylamino}benzo[1,3]dioxol-5-yl}-5,6,7,8-tetrahydronaphthalen-2-ol). Yield: 63.8%. As a reaction SMILES: [CH2:1]([NH:3][C:4]1[C:5]([CH:13]2[CH2:22][CH2:21][C:20]3[CH:19]=[C:18]([O:23]C(=O)C(C)(C)C)[CH:17]=[CH:16][C:15]=3[CH2:14]2)=[CH:6][C:7]2[O:11][CH2:10][O:9][C:8]=2[CH:12]=1)[CH3:2].Cl.[N:31]1([CH2:38][CH2:39][C:40]2[CH:48]=[CH:47][C:43]([C:44](O)=O)=[CH:42][CH:41]=2)[CH2:37][CH2:36][CH2:35][CH2:34][CH2:33][CH2:32]1>>[N:31]1([CH2:38][CH2:39][C:40]2[CH:48]=[CH:47][C:43]([CH2:44][CH2:2][CH2:1][NH:3][C:4]3[C:5]([CH:13]4[CH2:22][CH2:21][C:20]5[CH:19]=[C:18]([OH:23])[CH:17]=[CH:16][C:15]=5[CH2:14]4)=[CH:6][C:7]4[O:11][CH2:10][O:9][C:8]=4[CH:12]=3)=[CH:42][CH:41]=2)[CH2:37][CH2:36][CH2:35][CH2:34][CH2:33][CH2:32]1 |f:1.2|. Reported procedure: Synthesized from pivalic acid 6-(6-ethylaminobenzo[1,3]dioxol-5-yl)-5,6,7,8-tetrahydronaphthalen-2-yl ester (40 mg) and 4-(2-azepan-1-ylethyl)benzoic acid hydrochloride (80 mg) according to an analogous synthetic method to Example 337 described below, the title compound (34 mg) was obtained. The reactants are ClC1=NC=C(C(=N1)CCC1=C(C=CC=C1)C1(CC1)C(=O)N)Cl (1-(2-(2-(2,5-dichloropyrimidin-4-yl)ethyl)phenyl)cyclopropanecarboxamide), CN1N=C(C(=C1)N)C (1,3-dimethyl-1H-pyrazol-4-amine), O.C1(=CC=C(C=C1)S(=O)(=O)O)C (p-toluenesulfonic acid monohydrate). Run in O1CCOCC1 (1,4-dioxane), O1CCOCC1 (1,4-dioxane). Reaction conditions: temperature 120 celsius, time 2 hour. Yields the product ClC=1C(=NC(=NC1)NC=1C(=NN(C1)C)C)CCC1=C(C=CC=C1)C1(CC1)C(=O)N (1-(2-(2-(5-Chloro-2-((1,3-dimethyl-1H-pyrazol-4-yl)amino)pyrimidin-4-yl)ethyl)phenyl)cyclopropanecarboxamide). Isolated yield 25.0%. Reaction SMILES: Cl[C:2]1[N:7]=[C:6]([CH2:8][CH2:9][C:10]2[CH:15]=[CH:14][CH:13]=[CH:12][C:11]=2[C:16]2([C:19]([NH2:21])=[O:20])[CH2:18][CH2:17]2)[C:5]([Cl:22])=[CH:4][N:3]=1.[CH3:23][N:24]1[CH:28]=[C:27]([NH2:29])[C:26]([CH3:30])=[N:25]1.O.C1(C)C=CC(S(O)(=O)=O)=CC=1>O1CCOCC1>[Cl:22][C:5]1[C:6]([CH2:8][CH2:9][C:10]2[CH:15]=[CH:14][CH:13]=[CH:12][C:11]=2[C:16]2([C:19]([NH2:21])=[O:20])[CH2:18][CH2:17]2)=[N:7][C:2]([NH:29][C:27]2[C:26]([CH3:30])=[N:25][N:24]([CH3:23])[CH:28]=2)=[N:3][CH:4]=1 |f:2.3|. Reported procedure: A mixture of 1-(2-(2-(2,5-dichloropyrimidin-4-yl)ethyl)phenyl)cyclopropanecarboxamide A14 (0.100 g, 0.297 mmol), 1,3-dimethyl-1H-pyrazol-4-amine (0.070 g, 0.63 mmol) and p-toluenesulfonic acid monohydrate (0.006 g, 0.032 mmol) in 1,4-dioxane (1.0 mL) was stirred in the microwave at 120° C. for 2 hours. Additional 1,4-dioxane (1.5 mL) was added and the reaction mixture was stirred in the microwave at 120° C. for a further 4 hours. The reaction mixture was adsorbed onto SiO2 and purified by column... RXN SMILES: [F:1][C:2]1[CH:7]=[C:6]([CH3:8])[CH:5]=[CH:4][C:3]=1[C:9]1[C:13]([CH2:14][OH:15])=[C:12]([C:16]([F:19])([F:18])[F:17])[S:11][N:10]=1.O[C:21]1[CH:26]=[CH:25][C:24]([CH2:27][CH2:28][C:29]([O:31]CC)=[O:30])=[C:23]([C:34]([F:37])([F:36])[F:35])[CH:22]=1>>[F:1][C:2]1[CH:7]=[C:6]([CH3:8])[CH:5]=[CH:4][C:3]=1[C:9]1[C:13]([CH2:14][O:15][C:21]2[CH:26]=[CH:25][C:24]([CH2:27][CH2:28][C:29]([OH:31])=[O:30])=[C:23]([C:34]([F:35])([F:37])[F:36])[CH:22]=2)=[C:12]([C:16]([F:19])([F:17])[F:18])[S:11][N:10]=1. Yields the product FC1=C(C=CC(=C1)C)C1=NSC(=C1COC1=CC(=C(C=C1)CCC(=O)O)C(F)(F)F)C(F)(F)F (3-(4-[[3-(2-fluoro-4-methylphenyl)-5-(trifluoromethyl)-1,2-thiazol-4-yl]methoxy]-2-(trifluoromethyl)phenyl)propanoic acid). Procedure details: The title compound was prepared according to the procedure described in Example 1 starting following Step 5 and 6 coupling (3-(2-fluoro-4-methylphenyl)-5-(trifluoromethyl)isothiazol-4-yl)methanol and ethyl 3-(4-hydroxy-2-(trifluoromethyl)phenyl)propanoate followed by hydrolysis to afford the desired product as an off-white solid. 1H NMR (400 MHz, CD3OD) δ 7.39-7.34 (m, 2H), 7.16 (d, J=7.6 Hz, 1H), 7.07 (d, J=10.0 Hz, 1H), 6.96 (d, J=8.8 Hz, 1H), 6.89 (d, J=2.4 Hz, 1H), 5.18 (s, 2H), 3.01 (t, J=7... Reactants: FC1=C(C=CC(=C1)C)C1=NSC(=C1CO)C(F)(F)F ((3-(2-fluoro-4-methylphenyl)-5-(trifluoromethyl)isothiazol-4-yl)methanol), OC1=CC(=C(C=C1)CCC(=O)OCC)C(F)(F)F (ethyl 3-(4-hydroxy-2-(trifluoromethyl)phenyl)propanoate). Starting materials: S(=S)(=O)([O-])[O-].[Na+].[Na+] (Sodium thiosulfate), trihydrate, [N+](=O)([O-])[O-].[Pb+2].[N+](=O)([O-])[O-] (lead nitrate). Product: S(=O)(=O)([O-])SSS(=O)(=O)[O-].[Pb+2] (lead tetrathionate). RXN SMILES: [S:1]([O-:5])([O-:4])(=[O:3])=[S:2].[Na+].[Na+].[N+]([O-])([O-])=O.[Pb+2:12].[N+]([O-])([O-])=O>>[S:1]([S:2][S:2][S:1]([O-:5])(=[O:4])=[O:3])([O-:5])(=[O:4])=[O:3].[Pb+2:12] |f:0.1.2,3.4.5,6.7|. Procedure: Sodium thiosulfate solution was slowly added to a solution of blue capricnitrate trihydrate until the blue colour just disappeared. A solution of lead nitrate was then added to give an off-white precipitate of lead tetrathionate. The precipitate was allowed to settle, the liquor poured off and distilled water added with stirring. The precipitate was filtered, washed again with distilled water, methylated spirits and finally with ether and thereafter dried. Reactants: ClC1=C(C(=CC=2C(CN(CCC21)C(C(F)(F)F)=O)C2=CC=C(C=C2)S(=O)(=O)CC(C)C)OC)OC (6-chloro-1-(4'-isobutylsulfonylphenyl)-7,8-dimethoxy-3-trifluoroacetyl-2,3,4,5-tetrahydro-1H-3-benzazepine), [OH-].[Na+] (sodium hydroxide), CO (methanol). Run in O (water). Reaction conditions: time 2 hour. The product is ClC1=C(C(=CC=2C(CNCCC21)C2=CC=C(C=C2)S(=O)(=O)CC(C)C)OC)OC (6-chloro-1-(4'-isobutylsulfonylphenyl)-7,8-dimethoxy-2,3,4,5-tetrahydro-1H-3-benzazepine). Isolated yield 60.3%. As a reaction SMILES: [Cl:1][C:2]1[C:12]2[CH2:11][CH2:10][N:9](C(=O)C(F)(F)F)[CH2:8][CH:7]([C:19]3[CH:24]=[CH:23][C:22]([S:25]([CH2:28][CH:29]([CH3:31])[CH3:30])(=[O:27])=[O:26])=[CH:21][CH:20]=3)[C:6]=2[CH:5]=[C:4]([O:32][CH3:33])[C:3]=1[O:34][CH3:35].[OH-].[Na+].CO>O>[Cl:1][C:2]1[C:12]2[CH2:11][CH2:10][NH:9][CH2:8][CH:7]([C:19]3[CH:20]=[CH:21][C:22]([S:25]([CH2:28][CH:29]([CH3:31])[CH3:30])(=[O:27])=[O:26])=[CH:23][CH:24]=3)[C:6]=2[CH:5]=[C:4]([O:32][CH3:33])[C:3]=1[O:34][CH3:35] |f:1.2|. Reported procedure: A mixture of 8.9 g (0.015 m) of the amide, 1 g (0.025 m) of sodium hydroxide and 100 ml of methanol was stirred at room temperature for 2 hours, then, poured into water. The quench was extracted with ethyl acetate. The extract was washed with water, dried and evaporated to give 4.4 g of 6-chloro-1-(4'-isobutylsulfonylphenyl)-7,8-dimethoxy-2,3,4,5-tetrahydro-1H-3-benzazepine.